describe an organic reaction: reactants, conditions, products, and yield From a dataset of the Open Reaction Database (ORD), a public repository of structured organic reaction records. The reactants are C(C)N(C(C1=C(C=CC=C1)[Si](C)(C)C)=O)COC (N-Ethyl-N-(methoxymethyl)-2-(trimethylsilyl)benzamide), CI (MeI). Product: C(C)N(C(C1=C(C=CC=C1[Si](C)(C)C)C)=O)COC (N-Ethyl-N-(methoxymethyl)-2-methyl-6-(trimethylsilyl)benzamide). As a reaction SMILES: [CH2:1]([N:3]([CH2:16][O:17][CH3:18])[C:4](=[O:15])[C:5]1[CH:10]=[CH:9][CH:8]=[CH:7][C:6]=1[Si:11]([CH3:14])([CH3:13])[CH3:12])[CH3:2].[CH3:19]I>>[CH2:1]([N:3]([CH2:16][O:17][CH3:18])[C:4](=[O:15])[C:5]1[C:6]([Si:11]([CH3:13])([CH3:12])[CH3:14])=[CH:7][CH:8]=[CH:9][C:10]=1[CH3:19])[CH3:2]. Procedure details: The compound of Example 50 (1.33 g, 5.0 mmol) and MeI (2.8 g, 20 mmol) were combined according to General Method B. The resulting reaction was partitioned between ethyl acetate and sat aq NaHCO3. The organic phase was washed with brine, dried (MgSO4), and concentrated to afford a quantitative yield of the title compound as an oil. Starting materials: C[C@H](CCC1=CC=CC=C1)N[C@@H]1CC[C@H](CC1)C1=CC2=C(NC(O2)=O)C=C1 (6-{trans-4-[(R)-1-methyl-3-phenylpropylamino]cyclohexyl}-3H-benzoxazol-2-one), C(C)=O (acetaldehyde), Cl (HCl). Yields the product C(C)N([C@@H]1CC[C@H](CC1)C1=CC2=C(NC(O2)=O)C=C1)[C@@H](CCC1=CC=CC=C1)C (6-(trans-4-{ethyl-[(R)-1-methyl-3-phenylpropyl]amino}-cyclohexyl)-3H-benzoxazol-2-one). Yield: 17.7%. As a reaction SMILES: [CH3:1][C@@H:2]([NH:11][C@H:12]1[CH2:17][CH2:16][C@H:15]([C:18]2[CH:27]=[CH:26][C:21]3[NH:22][C:23](=[O:25])[O:24][C:20]=3[CH:19]=2)[CH2:14][CH2:13]1)[CH2:3][CH2:4][C:5]1[CH:10]=[CH:9][CH:8]=[CH:7][CH:6]=1.[CH:28](=O)[CH3:29].Cl>>[CH2:28]([N:11]([C@H:2]([CH3:1])[CH2:3][CH2:4][C:5]1[CH:6]=[CH:7][CH:8]=[CH:9][CH:10]=1)[C@H:12]1[CH2:13][CH2:14][C@H:15]([C:18]2[CH:27]=[CH:26][C:21]3[NH:22][C:23](=[O:25])[O:24][C:20]=3[CH:19]=2)[CH2:16][CH2:17]1)[CH3:29]. Reported procedure: Coupling of 6-{trans-4-[(R)-1-methyl-3-phenylpropylamino]cyclohexyl}-3H-benzoxazol-2-one (370 mg, 1.01 mmol) and acetaldehyde (44 mg, 1.01 mmol) following the procedure described in Example 24, followed by formation of the HCl salt, gave 6-(trans-4-{ethyl-[(R)-1-methyl-3-phenylpropyl]amino}-cyclohexyl)-3H-benzoxazol-2-one (70 mg, 25%), as a pale yellow solid (a mixture of diastereomers): mp 139-158° C.; IR (KBr): 2941, 1772, 1497, 1451 cm−1; 1H NMR (500 MHz, DMSO-d6): δ 11.52 (s, 2H), 9.11 (s, 2...